Dataset: the Open Reaction Database (ORD), a public repository of structured organic reaction records. Task: describe an organic reaction: reactants, conditions, products, and yield Reactants: CC(=O)Nc1ccc(S(=O)(=O)Cl)cc1, CCN, C1COCCO1. Yields the product CCNS(=O)(=O)c1ccc(NC(C)=O)cc1. RXN SMILES: [C:4]([CH3:5])(=[O:6])[NH:7][c:8]1[cH:9][cH:10][c:11]([S:14](=[O:15])(=[O:16])[Cl:17])[cH:12][cH:13]1.[CH3:1][CH2:2][NH2:3].[O:18]1[CH2:19][CH2:20][O:21][CH2:22][CH2:23]1>>[CH3:1][CH2:2][NH:3][S:14]([c:11]1[cH:10][cH:9][c:8]([NH:7][C:4]([CH3:5])=[O:6])[cH:13][cH:12]1)(=[O:15])=[O:16]. The reactants are Cl (HCl), COC([C@H](C(C)(C)C)NC(=O)C1=NC(=C(N=C1)C1CC1)OCC1CC1)=O ((S)-2-[(5-cyclopropyl-6-cyclopropylmethoxy-pyrazine-2-carbonyl)-amino]-3,3-dimethyl-butyric acid methyl ester), [OH-].[Li+] (lithium hydroxide). Run in O (water), C1CCOC1 (THF), O (water). The product is C1(CC1)C=1N=CC(=NC1OCC1CC1)C(=O)N[C@H](C(=O)O)C(C)(C)C ((S)-2-[(5-Cyclopropyl-6-cyclopropylmethoxy-pyrazine-2-carbonyl)-amino]-3,3-dimethyl-butyric acid). Isolated yield 109.7%. Reaction SMILES: C[O:2][C:3](=[O:26])[C@@H:4]([NH:9][C:10]([C:12]1[CH:17]=[N:16][C:15]([CH:18]2[CH2:20][CH2:19]2)=[C:14]([O:21][CH2:22][CH:23]2[CH2:25][CH2:24]2)[N:13]=1)=[O:11])[C:5]([CH3:8])([CH3:7])[CH3:6].[OH-].[Li+].Cl>C1COCC1.O>[CH:18]1([C:15]2[N:16]=[CH:17][C:12]([C:10]([NH:9][C@@H:4]([C:5]([CH3:8])([CH3:7])[CH3:6])[C:3]([OH:26])=[O:2])=[O:11])=[N:13][C:14]=2[O:21][CH2:22][CH:23]2[CH2:24][CH2:25]2)[CH2:20][CH2:19]1 |f:1.2|. Reported procedure: To a solution of (S)-2-[(5-cyclopropyl-6-cyclopropylmethoxy-pyrazine-2-carbonyl)-amino]-3,3-dimethyl-butyric acid methyl ester (58 mg, 160 μmol) in THF (3 mL) was added lithium hydroxide (30 mg, 715 μmol) in water (1 mL) and the mixture was stirred at reflux temperature for 3 hours. After cooling the mixture was poured into water (10 mL), acidified with 1 N HCl (1 mL) and extracted with TBME. Organic phases were combined, dried with Na2SO4, filtered and concentrated in vacuo to give the title co... Starting materials: [Cl-].[Na+] (sodium chloride), C(C1=CC=CC=C1)[C@@H]1NC(OC1)=O ((S)-4-benzyloxazolidin-2-one), C(C)OCC(=O)Cl (ethoxyacetyl chloride), C(CCC)[Li] (n-butyllithium). The solvent is C1CCOC1 (THF). Reaction conditions: temperature -78 celsius, time 24 hour. Product: C(C)OCC(=O)N1C(OCC1CC1=CC=CC=C1)=O (3-(2-ethoxyethanoyl)-4-benzyloxazolidin-2-one). Yield: 56.1%. RXN SMILES: [CH2:1]([C@H:8]1[CH2:12][O:11][C:10](=[O:13])[NH:9]1)[C:2]1[CH:7]=[CH:6][CH:5]=[CH:4][CH:3]=1.C([Li])CCC.[CH2:19]([O:21][CH2:22][C:23](Cl)=[O:24])[CH3:20].[Cl-].[Na+]>C1COCC1>[CH2:19]([O:21][CH2:22][C:23]([N:9]1[CH:8]([CH2:1][C:2]2[CH:3]=[CH:4][CH:5]=[CH:6][CH:7]=2)[CH2:12][O:11][C:10]1=[O:13])=[O:24])[CH3:20] |f:3.4|. Reported procedure: 36.7 g (207 mmol) of (S)-4-benzyloxazolidin-2-one in 800 ml of THF are introduced into a round-bottomed flask and under a nitrogen stream. The reaction medium is cooled to −78° C. and 83 ml (207 mmol) of n-butyllithium (2.5 M/hexane) are added dropwise. 30 minutes later, 25.4 g (207 mmol) of ethoxyacetyl chloride are added at −78° C. The reaction medium is stirred for 24 hours and then poured into a saturated aqueous sodium chloride solution and extracted with ethyl acetate. The organic phase is... The reactants are ClC=1C=C(NC(CC(=O)O)C)C=CC1 (3-(3-chloroanilino)butanoic acid), [Cl-].[Al+3].[Cl-].[Cl-] (aluminum chloride), C(=O)(Cl)Cl (phosgene), C(Cl)Cl (methylene chloride). The solvent is CN(C=O)C (dimethylformamide). Yields the product ClC1=CC=C2C(CC(N(C2=C1)C(=O)Cl)C)=O (7-Chloro-1-chloroformyl-2-methyl-1,2,3,4-tetrahydro-4-quinolinone). RXN SMILES: [Cl:1][C:2]1[CH:3]=[C:4]([CH:12]=[CH:13][CH:14]=1)[NH:5][CH:6]([CH3:11])[CH2:7][C:8]([OH:10])=O.[C:15](Cl)([Cl:17])=[O:16].C(Cl)Cl.[Cl-].[Al+3].[Cl-].[Cl-]>CN(C)C=O>[Cl:1][C:2]1[CH:3]=[C:4]2[C:12]([C:8](=[O:10])[CH2:7][CH:6]([CH3:11])[N:5]2[C:15]([Cl:17])=[O:16])=[CH:13][CH:14]=1 |f:3.4.5.6|. Procedure details: 7-Chloro-1-chloroformyl-2-methyl-1,2,3,4-tetrahydro-4-quinolinone is prepared in a manner similar to that described in Example 5 but starting from 3-(3-chloroanilino)butanoic acid (5.42 g; 25.4 mmol), phosgene (6.7 g; 67.7 mmol), methylene chloride (25 cc), dimethylformamide (0.23 cc) and aluminum chloride (8.15 g; 61.1 mmol). Starting materials: [Si](C1=CC=CC=C1)(C1=CC=CC=C1)(C(C)(C)C)OCC=1C(=C(C2=C(C(=NO2)C(=O)OCC)C1)F)N1C[C@H](O[C@H](C1)C)C (Ethyl 5-((tert-butyldiphenylsilyloxy)methyl)-6-((2R,6S)-2,6-dimethylmorpholino)-7-fluorobenzo[d]isoxazole-3-carboxylate), [Si](C1=CC=CC=C1)(C1=CC=CC=C1)(C(C)(C)C)OCC=1C(=C(C2=C(C(=NO2)C(=O)OCC)C1)F)N1C[C@H](O[C@H](C1)C)C (Ethyl 5-((tert-butyldiphenylsilyloxy)methyl)-6-((2R,6S)-2,6-dimethylmorpholino)-7-fluorobenzo[d]isoxazole-3-carboxylate), CC(C)(C)N (2-methylpropan-2-amine). The product is C(C)(C)(C)NC(=O)C1=NOC2=C1C=C(C(=C2F)N2C[C@H](O[C@H](C2)C)C)CO[Si](C2=CC=CC=C2)(C2=CC=CC=C2)C(C)(C)C (N-tert-butyl-5-((tert-butyldiphenylsilyloxy)methyl)-6-((2R,6S)-2,6-dimethylmorpholino)-7-fluorobenzo[d]isoxazole-3-carboxamide). As a reaction SMILES: [Si:1]([O:18][CH2:19][C:20]1[C:21]([N:35]2[CH2:40][C@H:39]([CH3:41])[O:38][C@H:37]([CH3:42])[CH2:36]2)=[C:22]([F:34])[C:23]2[O:27][N:26]=[C:25]([C:28]([O:30]CC)=O)[C:24]=2[CH:33]=1)([C:14]([CH3:17])([CH3:16])[CH3:15])([C:8]1[CH:13]=[CH:12][CH:11]=[CH:10][CH:9]=1)[C:2]1[CH:7]=[CH:6][CH:5]=[CH:4][CH:3]=1.[CH3:43][C:44]([NH2:47])([CH3:46])[CH3:45]>>[C:44]([NH:47][C:28]([C:25]1[C:24]2[CH:33]=[C:20]([CH2:19][O:18][Si:1]([C:14]([CH3:15])([CH3:17])[CH3:16])([C:2]3[CH:7]=[CH:6][CH:5]=[CH:4][CH:3]=3)[C:8]3[CH:9]=[CH:10][CH:11]=[CH:12][CH:13]=3)[C:21]([N:35]3[CH2:40][C@H:39]([CH3:41])[O:38][C@H:37]([CH3:42])[CH2:36]3)=[C:22]([F:34])[C:23]=2[O:27][N:26]=1)=[O:30])([CH3:46])([CH3:45])[CH3:43]. Procedure: Starting materials: Ethyl 5-((tert-butyldiphenylsilyloxy)methyl)-6-((2R,6S)-2,6-dimethylmorpholino)-7-fluorobenzo[d]isoxazole-3-carboxylate (Intermediate 204) and 2-methylpropan-2-amine Starting materials: O[C@@H](CN([C@@H](CCC1=CC=C(C(=O)N)C=C1)C)C[C@@H](C1=CC=CC=C1)O)C1=CC=CC=C1 (p-[(R)-3-[bis-[(R)-β-hydroxyphenethyl]amino]butyl]benzamide), C(\C=C\C(=O)O)(=O)O (fumaric acid), CCOCC (ether). The solvent is CO (methanol). Yields the product C(\C=C\C(=O)O)(=O)O.O[C@@H](CN([C@@H](CCC1=CC=C(C(=O)N)C=C1)C)C[C@@H](C1=CC=CC=C1)O)C1=CC=CC=C1 (p-[(R)-3-[bis[(R)-β-hydroxyphenethyl]amino]butyl]benzamide fumarate). Yield: 76.7%. As a reaction SMILES: [OH:1][C@H:2]([C:27]1[CH:32]=[CH:31][CH:30]=[CH:29][CH:28]=1)[CH2:3][N:4]([CH2:18][C@H:19]([OH:26])[C:20]1[CH:25]=[CH:24][CH:23]=[CH:22][CH:21]=1)[C@H:5]([CH3:17])[CH2:6][CH2:7][C:8]1[CH:16]=[CH:15][C:11]([C:12]([NH2:14])=[O:13])=[CH:10][CH:9]=1.[C:33]([OH:40])(=[O:39])/[CH:34]=[CH:35]/[C:36]([OH:38])=[O:37].CCOCC>CO>[C:33]([OH:40])(=[O:39])/[CH:34]=[CH:35]/[C:36]([OH:38])=[O:37].[OH:26][C@H:19]([C:20]1[CH:21]=[CH:22][CH:23]=[CH:24][CH:25]=1)[CH2:18][N:4]([CH2:3][C@H:2]([OH:1])[C:27]1[CH:28]=[CH:29][CH:30]=[CH:31][CH:32]=1)[C@H:5]([CH3:17])[CH2:6][CH2:7][C:8]1[CH:16]=[CH:15][C:11]([C:12]([NH2:14])=[O:13])=[CH:10][CH:9]=1 |f:4.5|. Reported procedure: A solution of 216 mg of p-[(R)-3-[bis-[(R)-β-hydroxyphenethyl]amino]butyl]benzamide in 2 ml of methanol was reacted with 58 mg of fumaric acid. After addition of 10 ml of ether to the solution, there were obtained 210 mg of p-[(R)-3-[bis[(R)-β-hydroxyphenethyl]amino]butyl]benzamide fumarate, which after crystallization from acetonitril, has a melting point of 92°-94°; [α]D20 =-81° (c=1,0 in methanol); ε234 =17400. Reactants: C([O-])(O)=O.[Na+] (sodium bicarbonate), OC[C@H](C=C)N1C(C2=CC=CC=C2C1=O)=O ((S)-2-(1-hydroxybut-3-en-2-yl)isoindoline-1,3-dione), OC[C@H](C=C)N1C(C2=CC=CC=C2C1=O)=O ((S)-2-(1-hydroxybut-3-en-2-yl)isoindoline-1,3-dione), N1C=NC=C1 (imidazole), C(C)(C)(C)[Si](Cl)(C)C (tert-butyldimethylchlorosilane). Run in C(Cl)Cl (methylene chloride). Reaction conditions: time 2 hour. The product is [Si](C)(C)(C(C)(C)C)OC[C@H](C=C)N1C(C2=CC=CC=C2C1=O)=O ((S)-2-(1-(tert-butyldimethylsilyloxy)but-3-en-2-yl)isoindoline-1,3-dione). Reaction SMILES: [OH:1][CH2:2][C@@H:3]([N:6]1[C:14](=[O:15])[C:13]2[C:8](=[CH:9][CH:10]=[CH:11][CH:12]=2)[C:7]1=[O:16])[CH:4]=[CH2:5].N1C=CN=C1.[C:22]([Si:26]([CH3:29])([CH3:28])Cl)([CH3:25])([CH3:24])[CH3:23].C(=O)(O)[O-].[Na+]>C(Cl)Cl>[Si:26]([O:1][CH2:2][C@@H:3]([N:6]1[C:14](=[O:15])[C:13]2[C:8](=[CH:9][CH:10]=[CH:11][CH:12]=2)[C:7]1=[O:16])[CH:4]=[CH2:5])([C:22]([CH3:25])([CH3:24])[CH3:23])([CH3:29])[CH3:28] |f:3.4|. Procedure: To a stirred solution of (S)-2-(1-hydroxybut-3-en-2-yl)isoindoline-1,3-dione (Intermediate 1, 69.4 g, 319.49 mmol) and imidazole (26.1 g, 383.39 mmol) in methylene chloride (160 mL), at ambient temperature under an atmosphere of nitrogen, was added tert-butyldimethylchlorosilane (55.4 g, 367.41 mmol) as a solid. This addition was performed over approximately ten minutes. Warming of the mixture was observed during this addition. After two hours stirring, the solution was poured into a saturated s... The reactants are C1CCOC1, CO, C=Cc1cc(C(=O)OC)cc(-c2ccc(C)cc2F)c1, [Na+], [OH-]. The product is C=Cc1cc(C(=O)O)cc(-c2ccc(C)cc2F)c1. As a reaction SMILES: [CH2:25]1[O:26][CH2:27][CH2:28][CH2:29]1.[CH3:21][OH:22].[F:1][c:2]1[c:3](-[c:9]2[cH:10][c:11]([C:17](=[O:18])[O:19][CH3:20])[cH:12][c:13]([CH:15]=[CH2:16])[cH:14]2)[cH:4][cH:5][c:6]([CH3:8])[cH:7]1.[Na+:24].[OH-:23]>>[F:1][c:2]1[c:3](-[c:9]2[cH:10][c:11]([C:17](=[O:18])[OH:19])[cH:12][c:13]([CH:15]=[CH2:16])[cH:14]2)[cH:4][cH:5][c:6]([CH3:8])[cH:7]1. Reactants: O (water), BrC=1SC(=CN1)Br (2,5-dibromothiazole), OC=1C=C(C(=O)OC)C=CC1 (methyl 3-hydroxybenzoate), C([O-])([O-])=O.[K+].[K+] (potassium carbonate). Run in CN(C)C=O (DMF). Run at temperature 140 celsius. The product is BrC1=CN=C(S1)OC=1C=C(C(=O)OC)C=CC1 (Methyl 3-(5-bromothiazol-2-yloxy)benzoate). Yield: 80.4%. Reaction SMILES: Br[C:2]1[S:3][C:4]([Br:7])=[CH:5][N:6]=1.[OH:8][C:9]1[CH:10]=[C:11]([CH:16]=[CH:17][CH:18]=1)[C:12]([O:14][CH3:15])=[O:13].C(=O)([O-])[O-].[K+].[K+].O>CN(C=O)C>[Br:7][C:4]1[S:3][C:2]([O:8][C:9]2[CH:10]=[C:11]([CH:16]=[CH:17][CH:18]=2)[C:12]([O:14][CH3:15])=[O:13])=[N:6][CH:5]=1 |f:2.3.4|. Procedure: A mixture of 2,5-dibromothiazole (500 mg, 2.06 mmol), methyl 3-hydroxybenzoate (313 mg, 2.06 mmol) and potassium carbonate (341 mg, 2.47 mmol) in DMF (4 mL) was heated at 140° C. in a microwave reactor for 20 min. After cooling to room temperature, the reaction mixture was poured into water and extracted with ethyl acetate. The organic layer was separated, washed with brine, dried over anhydrous MgSO4, filtered, and concentrated. The resulting residue was purified by flash chromatography (0-100%... Starting materials: BrC=1C=CC(=C(C1)C)OC (5-bromo-2-methoxytoluene), BrC1=CC(=C(C=C1F)OC)F (4-bromo-2,5-difluoroanisole), N1CCNCC1 (piperazine), 1-(2-phenethyl)piperazine, C(C)(=O)OCC (ethyl acetate). Solvent: C1(=CC=CC=C1)C (toluene). Product: FC1=C(C=C(C(=C1)OC)F)N1CCNCC1 (1-(2,5-difluoro-4-methoxyphenyl)-piperazine). The yield is 27.9%. RXN SMILES: BrC1C=CC(OC)=C(C)C=1.C(OCC)(=O)C.Br[C:18]1[C:23]([F:24])=[CH:22][C:21]([O:25][CH3:26])=[C:20]([F:27])[CH:19]=1.[NH:28]1[CH2:33][CH2:32][NH:31][CH2:30][CH2:29]1>C1(C)C=CC=CC=1>[F:24][C:23]1[CH:22]=[C:21]([O:25][CH3:26])[C:20]([F:27])=[CH:19][C:18]=1[N:28]1[CH2:33][CH2:32][NH:31][CH2:30][CH2:29]1. Procedure: Production Example 9 was repeated except that 5-bromo-2-methoxytoluene, 1-(2-phenethyl)piperazine and ethyl acetate (extraction solvent) were replaced with 4-bromo-2,5-difluoroanisole (6.742 g), piperazine (12.404 g) and toluene (extraction solvent), respectively, to provide crude 1-(2,5-difluoro-4-methoxyphenyl)-piperazine (1.926 g).